Dataset: the Open Reaction Database (ORD), a public repository of structured organic reaction records. Task: describe an organic reaction: reactants, conditions, products, and yield Reactants: BrC1=CC2=C(C=3NC(C(NC13)=O)=O)CC(C2)NC(C)=O (N-(5-Bromo-2,3-dioxo-2,3,4,7,8,9-hexahydro-1H-cyclopenta[f]quinoxalin-8-yl)-acetamide), C(C)(=O)[O-].[K+] (potassium acetate). Reagents/catalysts: [Pd] (palladium on carbon). Solvent: CN(C=O)C (dimethylformamide). Run at time 7 minute. The product is O=C1C(NC=2C=CC3=C(C2N1)CC(C3)NC(C)=O)=O (N-(2,3-dioxo-2,3,4,7,8,9-hexahydro-1H-cyclopenta[f]quinoxalin-8-yl)-acetamide). Yield: 96.4%. As a reaction SMILES: Br[C:2]1[C:11]2[NH:10][C:9](=[O:12])[C:8](=[O:13])[NH:7][C:6]=2[C:5]2[CH2:14][CH:15]([NH:17][C:18](=[O:20])[CH3:19])[CH2:16][C:4]=2[CH:3]=1.C([O-])(=O)C.[K+]>CN(C)C=O.[Pd]>[O:13]=[C:8]1[NH:7][C:6]2[C:5]3[CH2:14][CH:15]([NH:17][C:18](=[O:20])[CH3:19])[CH2:16][C:4]=3[CH:3]=[CH:2][C:11]=2[NH:10][C:9]1=[O:12] |f:1.2|. Procedure: N-(5-Bromo-2,3-dioxo-2,3,4,7,8,9-hexahydro-1H-cyclopenta[f]quinoxalin-8-yl)-acetamide (1 g, 3 mmol) was dissolved in dimethylformamide (75 mL) and treated with potassium acetate (0.33 g) and 20% palladium on carbon (0.2 g) and shaken on a Parr apparatus under a hydrogen atmosphere (51 psi) for 7 min. The catalyst was removed by filtration, the filtrate evaporated and the residue triturated in water. The resulting solid was collected by filtration and dried in vacuo to give the debrominated produ... Starting materials: [BH4-], CO, CCOc1cc(C(N)CC(=O)OC)ccc1OC, [Na+]. The product is CCOc1cc(C(N)CCO)ccc1OC. Reaction SMILES: [BH4-:1].[CH3:21][OH:22].[NH2:3][CH:4]([CH2:5][C:6](=[O:7])[O:8][CH3:9])[c:10]1[cH:11][c:12]([O:18][CH2:19][CH3:20])[c:13]([O:16][CH3:17])[cH:14][cH:15]1.[Na+:2]>>[NH2:3][CH:4]([CH2:5][CH2:6][OH:7])[c:10]1[cH:11][c:12]([O:18][CH2:19][CH3:20])[c:13]([O:16][CH3:17])[cH:14][cH:15]1. The reactants are ClC1=NC2=CC=C(C=C2C(=C1CC1=CC=C(C=C1)N1N=CC=C1)Cl)C(O)(C1=NC=CC=N1)C1=CN=CN1C ({2,4-Dichloro-3-[4-(1H-pyrazol-1-yl)benzyl]quinolin-6-yl}(1-methyl-1H-imidazol-5-yl)pyrimidin-2-ylmethanol), C1(=CC=CC=C1)C (toluene), C[O-].[Na+] (sodium methoxide). The solvent is CCOC(=O)C (EtOAc). The product is ClC1=C(C(=NC2=CC=C(C=C12)C(O)(C1=NC=CC=N1)C1=CN=CN1C)OC)CC1=CC=C(C=C1)N1N=CC=C1 ({4-Chloro-2-methoxy-3-[4-(1H-pyrazol-1-yl)benzyl]quinolin-6-yl}(1-methyl-1H-imidazol-5-yl)pyrimidin-2-ylmethanol). As a reaction SMILES: Cl[C:2]1[C:11]([CH2:12][C:13]2[CH:18]=[CH:17][C:16]([N:19]3[CH:23]=[CH:22][CH:21]=[N:20]3)=[CH:15][CH:14]=2)=[C:10]([Cl:24])[C:9]2[C:4](=[CH:5][CH:6]=[C:7]([C:25]([C:33]3[N:37]([CH3:38])[CH:36]=[N:35][CH:34]=3)([C:27]3[N:32]=[CH:31][CH:30]=[CH:29][N:28]=3)[OH:26])[CH:8]=2)[N:3]=1.C1(C)C=CC=CC=1.[CH3:46][O-:47].[Na+]>CCOC(C)=O>[Cl:24][C:10]1[C:9]2[C:4](=[CH:5][CH:6]=[C:7]([C:25]([C:33]3[N:37]([CH3:38])[CH:36]=[N:35][CH:34]=3)([C:27]3[N:32]=[CH:31][CH:30]=[CH:29][N:28]=3)[OH:26])[CH:8]=2)[N:3]=[C:2]([O:47][CH3:46])[C:11]=1[CH2:12][C:13]1[CH:18]=[CH:17][C:16]([N:19]2[CH:23]=[CH:22][CH:21]=[N:20]2)=[CH:15][CH:14]=1 |f:2.3|. Reported procedure: {2,4-Dichloro-3-[4-(1H-pyrazol-1-yl)benzyl]quinolin-6-yl}(1-methyl-1H-imidazol-5-yl)pyrimidin-2-ylmethanol (58 mg, 0.107 mmol, Example 130), toluene (2 mL), and sodium methoxide (116 mg, 2.14 mmol) were combined in a round bottom flask equipped with a stirbar and condenser under an N2 atmosphere. The reaction contents were heated to reflux and refluxed overnight. The reaction was cooled to room temperature and the contents were transferred to a separatory funnel with EtOAc dilution, and extracte... Reactants: COC=1C=CC2=C(NC3=C(NC2=S)C=CC=C3)C1 (3-methoxy-5,10-dihydro-11H-dibenzo[b,e][1,4]diazepine-11-thione), COC(CN)OC (amino acetaldehyde dimethyl acetal). Solvent: C(CCC)O (n-butanol). The product is COC(CNC=1C2=C(NC3=C(N1)C=CC=C3)C=CC=C2)OC ([(5H-dibenzo[b,e][1,4]diazepin-11-yl)amino]acetaldehyde dimethyl acetal). Reaction SMILES: CO[C:3]1[CH:4]=[CH:5][C:6]2[C:12](=S)[NH:11][C:10]3[CH:14]=[CH:15][CH:16]=[CH:17][C:9]=3[NH:8][C:7]=2[CH:18]=1.[CH3:19][O:20][CH:21]([O:24][CH3:25])[CH2:22][NH2:23]>C(O)CCC>[CH3:19][O:20][CH:21]([O:24][CH3:25])[CH2:22][NH:23][C:12]1[C:6]2[CH:5]=[CH:4][CH:3]=[CH:18][C:7]=2[NH:8][C:9]2[CH:17]=[CH:16][CH:15]=[CH:14][C:10]=2[N:11]=1. Procedure details: In the manner given in Example 4, 3-methoxy-5,10-dihydro-11H-dibenzo[b,e][1,4]diazepine-11-thione is treated with amino acetaldehyde dimethyl acetal in n-butanol to give [(5H-dibenzo[b,e][1,4]diazepin-11-yl)amino]acetaldehyde dimethyl acetal. Reactants: NC1=CC2=C(NC(N2)=O)C=C1 (5-amino-1,3-dihydro-benzimidazol-2-one), ClCC(=O)N1CCC(CC1)CC1=CC=CC=C1 (2-chloro-1-(4-benzyl-piperidin-1-yl)-ethanone). Solvent: C(C)OCC (diethylether). Yields the product C(C1=CC=CC=C1)C1CCN(CC1)C(CNC1=CC2=C(NC(N2)=O)C=C1)=O (5-[2-(4-Benzyl-piperidin-1-yl)-2-oxo-ethylamino]-1,3-dihydro-benzimidazol-2-one). Reaction SMILES: [NH2:1][C:2]1[CH:11]=[CH:10][C:5]2[NH:6][C:7](=[O:9])[NH:8][C:4]=2[CH:3]=1.Cl[CH2:13][C:14]([N:16]1[CH2:21][CH2:20][CH:19]([CH2:22][C:23]2[CH:28]=[CH:27][CH:26]=[CH:25][CH:24]=2)[CH2:18][CH2:17]1)=[O:15]>C(OCC)C>[CH2:22]([CH:19]1[CH2:18][CH2:17][N:16]([C:14](=[O:15])[CH2:13][NH:1][C:2]2[CH:11]=[CH:10][C:5]3[NH:6][C:7](=[O:9])[NH:8][C:4]=3[CH:3]=2)[CH2:21][CH2:20]1)[C:23]1[CH:28]=[CH:27][CH:26]=[CH:25][CH:24]=1. Reported procedure: The title compound is prepared from 5-amino-1,3-dihydro-benzimidazol-2-one and 2-chloro-1-(4-benzyl-piperidin-1-yl)-ethanone (Example 200a) according to the method described in Example 142b. Melting Point: 237-238° C. (diethylether) Yields the product C1(=CC=CC=C1)P(=NCC1=CC=CC=C1)(NCC1=CC=CC=C1)C1=CC=CC=C1 (Diphenyl(benzylamino)(benzylimino)phosphorane). RXN SMILES: Cl.[C:2]1([P:8]([C:25]2[CH:30]=[CH:29][CH:28]=[CH:27][CH:26]=2)([NH:17][CH2:18][C:19]2[CH:24]=[CH:23][CH:22]=[CH:21][CH:20]=2)=[N:9][CH2:10][C:11]2[CH:16]=[CH:15][CH:14]=[CH:13][CH:12]=2)[CH:7]=[CH:6][CH:5]=[CH:4][CH:3]=1.C(OCC)C.CC(C)([O-])C.[K+]>C(Cl)Cl>[C:2]1([P:8]([C:25]2[CH:30]=[CH:29][CH:28]=[CH:27][CH:26]=2)([NH:17][CH2:18][C:19]2[CH:20]=[CH:21][CH:22]=[CH:23][CH:24]=2)=[N:9][CH2:10][C:11]2[CH:16]=[CH:15][CH:14]=[CH:13][CH:12]=2)[CH:7]=[CH:6][CH:5]=[CH:4][CH:3]=1 |f:0.1,3.4|. Procedure: A solution of 3 (3.00 g, 6.94 mmol) in 100 mL dry CH2Cl2 was placed in a 500 mL Schlenk flask under N2 and cooled to 0° C. in an ice bath. A diethyl ether solution of potassium t-butoxide (0.79 g, 7.0 mmol) was added to the flask by cannula. The reaction mixture was stirred for 5 minutes and the volatiles were removed under vacuum. The remaining solid was extracted with toluene. Removal of toluene from the extract afforded a white solid which was further purified by recrystallization from toluen... The reactants are C(C)OCC (diethyl ether), CC(C)([O-])C.[K+] (potassium t-butoxide), Cl.C1(=CC=CC=C1)P(=NCC1=CC=CC=C1)(NCC1=CC=CC=C1)C1=CC=CC=C1 (Diphenyl(benzylamino)(benzylimino)phosphorane hydrochloride). Conditions: temperature 0 celsius, time 5 minute. The solvent is C(Cl)Cl (CH2Cl2).